describe an organic reaction: reactants, conditions, products, and yield From a dataset of the Open Reaction Database (ORD), a public repository of structured organic reaction records. Reactants: COC=1C=C2C(=C(C=NC2=CC1OC)[N+](=O)[O-])OC=1C=C2C=CC=C(C2=CC1)C(=O)O (6-(6,7-dimethoxy-3-nitroquinolin-4-yloxy)-1-naphthoic acid), [OH-].[Na+] (NaOH). Reagents/catalysts: [Pd] (Pd on carbon), [Pd] (Pd on carbon). The solvent is CO (MeOH). Reaction conditions: time 21 hour. Product: NC=1C=NC2=CC(=C(C=C2C1OC=1C=C2C=CC=C(C2=CC1)C(=O)O)OC)OC (6-(3-amino-6,7-dimethoxyquinolin-4-yloxy)-1-naphthoic acid). Reaction SMILES: [CH3:1][O:2][C:3]1[CH:4]=[C:5]2[C:10](=[CH:11][C:12]=1[O:13][CH3:14])[N:9]=[CH:8][C:7]([N+:15]([O-])=O)=[C:6]2[O:18][C:19]1[CH:20]=[C:21]2[C:26](=[CH:27][CH:28]=1)[C:25]([C:29]([OH:31])=[O:30])=[CH:24][CH:23]=[CH:22]2.[OH-].[Na+]>CO.[Pd]>[NH2:15][C:7]1[CH:8]=[N:9][C:10]2[C:5]([C:6]=1[O:18][C:19]1[CH:20]=[C:21]3[C:26](=[CH:27][CH:28]=1)[C:25]([C:29]([OH:31])=[O:30])=[CH:24][CH:23]=[CH:22]3)=[CH:4][C:3]([O:2][CH3:1])=[C:12]([O:13][CH3:14])[CH:11]=2 |f:1.2|. Procedure details: Pd on carbon (5 wt %, 0.015 g) was added to a solution of 6-(6,7-dimethoxy-3-nitroquinolin-4-yloxy)-1-naphthoic acid (0.149 g, 0.354 mmol) in MeOH (30 mL). The system was purged with H2 (g) and stirred under a H2 atmosphere at RT for 21 h to afford a thick suspension. The pH of the reaction was adjusted to 6-7 with 2N NaOH (aq), and Pd on carbon (5 wt %, 0.025 g) was added to the resulting solution. The mixture was purged with H2 then stirred under a H2 atmosphere at RT for 3 days (additional Pd... Reactants: Cl (hydrochloric acid), N(=O)[O-].[Na+] (sodium nitrite), NC1=CC=CC=C1 (aniline), ice, C(C)(=O)[O-].[Na+] (sodium acetate), C(CC#N)#N (malononitrile). The solvent is O (water), O (water), C(C)O (ethanol). Conditions: temperature 0 celsius, time 30 minute. The product is C1(=CC=CC=C1)N=NC(C#N)C#N ([Phenyldiazenyl]malononitrile). As a reaction SMILES: Cl.[N:2]([O-])=O.[Na+].[NH2:6][C:7]1[CH:12]=[CH:11][CH:10]=[CH:9][CH:8]=1.C([O-])(=O)C.[Na+].[C:18](#[N:22])[CH2:19][C:20]#[N:21]>O.C(O)C>[C:7]1([N:6]=[N:2][CH:19]([C:18]#[N:22])[C:20]#[N:21])[CH:12]=[CH:11][CH:10]=[CH:9][CH:8]=1 |f:1.2,4.5|. Procedure details: Conc. hydrochloric acid (17.84 ml) and then a solution of 7.409 g (107.377 mmol) of sodium nitrite in water (18 ml) were added dropwise to 10.00 g (107.377 mmol) of aniline and ice (32 g) in an ice bath between 0° C. and 5° C., and the mixture was stirred at 0° C. for 30 min. At 0° C., a solution of 11.099 g (135.296 mmol) of sodium acetate in water (75 ml) was then added, and a solution of 7.049 g (107.377 mmol) of malononitrile in ethanol (6.5 ml) was subsequently added dropwise with stirring.... Reactants: [Ba+2], CCOC(=O)C(Cl)(Cc1ccc(OC(C)(C)C(=O)c2ccccc2)cc1)C(C)=O, CCO, [OH-], [OH-]. Product: CCOC(=O)C(Cl)Cc1ccc(OC(C)(C)C(=O)c2ccccc2)cc1. As a reaction SMILES: [Ba+2:31].[C:1](=[O:2])([CH3:3])[C:4]([C:5](=[O:6])[O:7][CH2:8][CH3:9])([CH2:10][c:11]1[cH:12][cH:13][c:14]([O:17][C:18]([CH3:19])([CH3:20])[C:21]([c:22]2[cH:23][cH:24][cH:25][cH:26][cH:27]2)=[O:28])[cH:15][cH:16]1)[Cl:29].[CH3:33][CH2:34][OH:35].[OH-:30].[OH-:32]>>[CH:4]([C:5](=[O:6])[O:7][CH2:8][CH3:9])([CH2:10][c:11]1[cH:12][cH:13][c:14]([O:17][C:18]([CH3:19])([CH3:20])[C:21]([c:22]2[cH:23][cH:24][cH:25][cH:26][cH:27]2)=[O:28])[cH:15][cH:16]1)[Cl:29]. Reactants: [BH4-], CO, [Cl-], COc1cc(C(C)C)c(Oc2cnc(N)nc2N)cc1C(C)=O, [NH4+], [Na+]. Product: COc1cc(C(C)C)c(Oc2cnc(N)nc2N)cc1C(C)O. RXN SMILES: [BH4-:24].[CH3:28][OH:29].[Cl-:26].[NH2:1][c:2]1[n:3][cH:4][c:5]([O:9][c:10]2[c:11]([CH:21]([CH3:22])[CH3:23])[cH:12][c:13]([O:19][CH3:20])[c:14]([C:16]([CH3:17])=[O:18])[cH:15]2)[c:6]([NH2:8])[n:7]1.[NH4+:27].[Na+:25]>>[NH2:1][c:2]1[n:3][cH:4][c:5]([O:9][c:10]2[c:11]([CH:21]([CH3:22])[CH3:23])[cH:12][c:13]([O:19][CH3:20])[c:14]([CH:16]([CH3:17])[OH:18])[cH:15]2)[c:6]([NH2:8])[n:7]1. As a reaction SMILES: C(=O)([O-])[O-].[Sr+2:5].[O:6]=[C:7]1[O:13][C@H:12]([C@H:14]([CH2:16][OH:17])[OH:15])[C:10]([OH:11])=[C:8]1[OH:9]>O>[O:6]=[C:7]1[O:13][C@H:12]([C@H:14]([CH2:16][OH:17])[OH:15])[C:10]([O-:11])=[C:8]1[OH:9].[Sr+2:5].[O:6]=[C:7]1[O:13][C@H:12]([C@H:14]([CH2:16][OH:17])[OH:15])[C:10]([O-:11])=[C:8]1[OH:9] |f:0.1,4.5.6|. Reported procedure: Bramley apples were preserved as in Example 12a, except that the preservative solution contained 14.68 grams of strontium carbonate, 35 grams ascorbic acid, 765 g water, having pH of 5.3, to provide a 5.44% % (w/w) strontium ascorbate solution. The product is O=C1C(O)=C([O-])[C@H](O1)[C@@H](O)CO.[Sr+2].O=C1C(O)=C([O-])[C@H](O1)[C@@H](O)CO (strontium ascorbate). Solvent: O (water). The reactants are C([O-])([O-])=O.[Sr+2] (strontium carbonate), O=C1C(O)=C(O)[C@H](O1)[C@@H](O)CO (ascorbic acid).